Dataset: the Open Reaction Database (ORD), a public repository of structured organic reaction records. Task: describe an organic reaction: reactants, conditions, products, and yield Starting materials: CO, O=[N+]([O-])c1ccc2oc(-c3ccncc3)nc2c1. Yields the product Nc1ccc2oc(-c3ccncc3)nc2c1. RXN SMILES: [CH3:19][OH:20].[N+:1]([O-:2])(=[O:3])[c:4]1[cH:5][cH:6][c:7]2[c:8]([n:9][c:10](-[c:12]3[cH:13][cH:14][n:15][cH:16][cH:17]3)[o:11]2)[cH:18]1>>[NH2:1][c:4]1[cH:5][cH:6][c:7]2[c:8]([n:9][c:10](-[c:12]3[cH:13][cH:14][n:15][cH:16][cH:17]3)[o:11]2)[cH:18]1.